From a dataset of the Open Reaction Database (ORD), a public repository of structured organic reaction records. describe an organic reaction: reactants, conditions, products, and yield Starting materials: BrC=1C=C(C=CC1OC)CCO (2-(3-bromo-4-methoxy-phenyl)-ethanol), [N+](=O)([O-])C1=CC=C(C=O)C=C1 (4-nitro-benzaldehyde). The reagents and catalysts are [Cl-].[Zn+2].[Cl-] (zinc chloride). Run in C(C)(=O)OCC (ethyl acetate), C1=CC=CC=C1 (benzene). Yields the product BrC=1C=C2CCOC(C2=CC1OC)C1=CC=C(C=C1)[N+](=O)[O-] (6-bromo-7-methoxy-l-(4-nitrophenyl)-isochroman). The yield is 67.0%. As a reaction SMILES: [Br:1][C:2]1[CH:3]=[C:4]([CH2:10][CH2:11][OH:12])[CH:5]=[CH:6][C:7]=1[O:8][CH3:9].[N+:13]([C:16]1[CH:23]=[CH:22][C:19]([CH:20]=O)=[CH:18][CH:17]=1)([O-:15])=[O:14]>C1C=CC=CC=1.C(OCC)(=O)C.[Cl-].[Zn+2].[Cl-]>[Br:1][C:2]1[CH:3]=[C:4]2[C:5](=[CH:6][C:7]=1[O:8][CH3:9])[CH:20]([C:19]1[CH:22]=[CH:23][C:16]([N+:13]([O-:15])=[O:14])=[CH:17][CH:18]=1)[O:12][CH2:11][CH2:10]2 |f:4.5.6|. Procedure: Hydrogen chloride gas that is dried for 5 hours is introduced into a suspension of 7.50 g (32.4 mmol) of 2-(3-bromo-4-methoxy-phenyl)-ethanol, 4.90 g (32.4 mmol) of 4-nitro-benzaldehyde and 4.39 g (32.4 mmol) of freshly melted zinc chloride in anhydrous benzene (96 ml). The reaction mixture is then diluted with ethyl acetate and washed neutral with water. After drying and concentration by evaporation, the solid residue is recrystallized from ethyl acetate (25 ml). 7.91 g (67%) of 6-bromo-7-metho... The reactants are [N-]=[N+]=NC(Cn1ccnc1)c1ccc(Cl)cn1, c1ccncc1. Product: NC(Cn1ccnc1)c1ccc(Cl)cn1. Reaction SMILES: [N:1](=[N+:2]=[N-:3])[CH:4]([CH2:5][n:6]1[cH:7][n:8][cH:9][cH:10]1)[c:11]1[n:12][cH:13][c:14]([Cl:17])[cH:15][cH:16]1.[cH:18]1[cH:19][cH:20][n:21][cH:22][cH:23]1>>[NH2:1][CH:4]([CH2:5][n:6]1[cH:7][n:8][cH:9][cH:10]1)[c:11]1[n:12][cH:13][c:14]([Cl:17])[cH:15][cH:16]1. Starting materials: ClC1=C(C=CC=C1C)C (2-chloro-m-xylene), BrN1C(CCC1=O)=O (N-bromosuccinimide), C(C1=CC=CC=C1)(=O)OOC(C1=CC=CC=C1)=O (benzoyl peroxide). The solvent is C(Cl)(Cl)(Cl)Cl (carbon tetrachloride). Yields the product BrCC1=C(C(=CC=C1)C)Cl (2-bromomethyl-1-chloro-6-methylbenzene). Reaction SMILES: [Cl:1][C:2]1[C:7]([CH3:8])=[CH:6][CH:5]=[CH:4][C:3]=1[CH3:9].[Br:10]N1C(=O)CCC1=O.C(OOC(=O)C1C=CC=CC=1)(=O)C1C=CC=CC=1>C(Cl)(Cl)(Cl)Cl>[Br:10][CH2:9][C:3]1[CH:4]=[CH:5][CH:6]=[C:7]([CH3:8])[C:2]=1[Cl:1]. Reported procedure: A suspension of 2-chloro-m-xylene (15 ml), N-bromosuccinimide (23.3 g) and benzoyl peroxide (200 mg) in carbon tetrachloride (150 ml) was heated under reflux for 6 hours. The insoluble material was filtered off and the filtrate was concentrated under reduced pressure. The obtained residue was purified by silica gel column chromatography (eluent:hexane) to give 2-bromomethyl-1-chloro-6-methylbenzene (16.0 g) as a colorless oil. 2-Bromomethyl-1-chloro-6-methylbenzene (25.4 g) and hexamethylenetetr... Procedure details: The title compound was prepared according to the method of Example 384 substituting 2-(3,4-difluorophenyl)-4-(2,2-dimethylpropoxy)-5-[4-(methylsulfonyl)phenyl]-3(2H)-pyridazinone in place of 2-benzyl-4-(4-fluorophenyl)-5-[4-(methylsulfonyl)phenyl]-3(2H)-pyridazinone (yield: 310 mg, 38%). mp 173-175° C. 1H NMR (300 MHz, DMSO-d6) δ 0.8 (s, 9H), 3.3 (s, 3H), 4.1 (s, 2H), 7.51 (m, 3H), 7.6 (m, 1H), 7.85 (m, 3H), 7.95 (d, J=9 Hz, 2H), 8.21 (s, 1H). MS (DCI/NH3) m/z 450 (M+H)+, 467 (M+NH4)+. Anal. cal... Product: FC=1C=C(C=CC1F)N1N=CC(=C(C1=O)OCC(C)(C)C)C1=CC=C(C=C1)S(=O)(=O)N (2-(3,4-Difluorophenyl)-4-(2,2-dimethylpropoxy)-5-[4-(aminosulfonyl)phenyl]-3(2H)-pyridazinone). RXN SMILES: [F:1][C:2]1[CH:3]=[C:4]([N:9]2[C:14](=[O:15])[C:13]([O:16][CH2:17][C:18]([CH3:21])([CH3:20])[CH3:19])=[C:12]([C:22]3[CH:27]=[CH:26][C:25]([S:28](C)(=[O:30])=[O:29])=[CH:24][CH:23]=3)[CH:11]=[N:10]2)[CH:5]=[CH:6][C:7]=1[F:8].[NH3:32]>>[F:1][C:2]1[CH:3]=[C:4]([N:9]2[C:14](=[O:15])[C:13]([O:16][CH2:17][C:18]([CH3:21])([CH3:20])[CH3:19])=[C:12]([C:22]3[CH:27]=[CH:26][C:25]([S:28]([NH2:32])(=[O:30])=[O:29])=[CH:24][CH:23]=3)[CH:11]=[N:10]2)[CH:5]=[CH:6][C:7]=1[F:8]. Starting materials: FC=1C=C(C=CC1F)N1N=CC(=C(C1=O)OCC(C)(C)C)C1=CC=C(C=C1)S(=O)(=O)C (2-(3,4-difluorophenyl)-4-(2,2-dimethylpropoxy)-5-[4-(methylsulfonyl)phenyl]-3(2H)-pyridazinone), N (NH3). The reactants are C1(CCCCC1)=O (cyclohexanone), C1(=CC=CC=C1)NC1=CC=CC=C1 (diphenylamine), C1(=CC=CC=C1)N(C1=CC=CC=C1)C1=CC=CC=C1 (triphenylamine), NC1=CC=CC=C1 (aniline), [N+](=O)([O-])C1=CC=CC=C1 (nitrobenzene). The product is C1(CCCCC1)NC1=CC=CC=C1 (N-cyclohexylaniline). Yield: 2.9%. RXN SMILES: C1(=O)CCCCC1.NC1C=CC=CC=1.[N+](C1C=CC=CC=1)([O-])=O.[C:24]1([NH:30][C:31]2[CH:36]=[CH:35][CH:34]=[CH:33][CH:32]=2)[CH:29]=[CH:28][CH:27]=[CH:26][CH:25]=1.C1(N(C2C=CC=CC=2)C2C=CC=CC=2)C=CC=CC=1>>[CH:31]1([NH:30][C:24]2[CH:29]=[CH:28][CH:27]=[CH:26][CH:25]=2)[CH2:36][CH2:35][CH2:34][CH2:33][CH2:32]1. Procedure details: Reaction was carried out by the same procedure as in Example I1 except that 32.39 g (0.39 mol) of cyclohexanone, 9.31 g (0.1 mol) of aniline and 24.62 g (0.2 mol) nitrobenzene were used. As a result, the yield of diphenylamine was 89.5%, and 1.8% of triphenylamine and 2.9% of N-cyclohexylaniline were produced.